From a dataset of the Open Reaction Database (ORD), a public repository of structured organic reaction records. describe an organic reaction: reactants, conditions, products, and yield Product: O=C1NN(C(=O)Nc2ccc(Cl)c(C(F)(F)F)c2)C(c2ccccc2)C1c1ccccc1. Reaction SMILES: [CH2:33]1[O:34][CH2:35][CH2:36][CH2:37]1.[Cl:19][c:20]1[c:21]([C:29]([F:30])([F:31])[F:32])[cH:22][c:23]([N:26]=[C:27]=[O:28])[cH:24][cH:25]1.[c:1]1([CH:7]2[C:8](=[O:18])[NH:9][NH:10][CH:11]2[c:12]2[cH:13][cH:14][cH:15][cH:16][cH:17]2)[cH:2][cH:3][cH:4][cH:5][cH:6]1>>[c:1]1([CH:7]2[C:8](=[O:18])[NH:9][N:10]([C:27]([NH:26][c:23]3[cH:22][c:21]([C:29]([F:30])([F:31])[F:32])[c:20]([Cl:19])[cH:25][cH:24]3)=[O:28])[CH:11]2[c:12]2[cH:13][cH:14][cH:15][cH:16][cH:17]2)[cH:2][cH:3][cH:4][cH:5][cH:6]1. Starting materials: C1CCOC1, O=C=Nc1ccc(Cl)c(C(F)(F)F)c1, O=C1NNC(c2ccccc2)C1c1ccccc1.